Dataset: the Open Reaction Database (ORD), a public repository of structured organic reaction records. Task: describe an organic reaction: reactants, conditions, products, and yield Reactants: BrC1=CC(=C(C=C1)C1=CC=CC=C1)F (4-bromo-2-fluorobiphenyl), C[O-].C(CCC)[Sn+](CCCC)CCCC (tributyltin methoxide), C(C)(=O)OC(=C)C (isopropenyl acetate), dichlorobis{tri(o-tolyl)phosphine}palladium, [F-].[K+] (potassium fluoride). Yields the product FC1=C(C=CC(=C1)CC(C)=O)C1=CC=CC=C1 (2-fluoro-4-biphenylyl acetone). Procedure details: 15.0 g of 4-bromo-2-fluorobiphenyl, 25.8 ml of tributyltin methoxide, 8.96 g of isopropenyl acetate and 0.47 g of dichlorobis{tri(o-tolyl)phosphine}palladium, were dissolved in 100 ml of toluene and refluxed under heating for 2 hours. The reaction solution was left to cool to room temperature, and a saturated potassium fluoride aqueous solution was added, followed by stirring for one hour. Then the solution was subjected to celite filtration and washed with ethyl acetate. The filtrate and the wa... Reaction SMILES: Br[C:2]1[CH:7]=[CH:6][C:5]([C:8]2[CH:13]=[CH:12][CH:11]=[CH:10][CH:9]=2)=[C:4]([F:14])[CH:3]=1.C[O-].C([Sn+](CCCC)CCCC)CCC.C([O:33][C:34]([CH3:36])=[CH2:35])(=O)C.[F-].[K+]>C1(C)C=CC=CC=1>[F:14][C:4]1[CH:3]=[C:2]([CH2:35][C:34](=[O:33])[CH3:36])[CH:7]=[CH:6][C:5]=1[C:8]1[CH:13]=[CH:12][CH:11]=[CH:10][CH:9]=1 |f:1.2,4.5|. Solvent: C1(=CC=CC=C1)C (toluene). Reaction conditions: time 1 hour. Starting materials: C(C)N1N=CC=2C1=NC(=C(C2NC2CCOCC2)CNC(C2=CC(=CC=C2)CC(C)=O)=O)CC (N-[[1,6-Diethyl-4-[(tetrahydro-2H-pyran-4-yl)amino]-1H-pyrazolo[3,4-b]pyridin-5-yl]methyl]-3-(2-oxopropyl)benzamide), BrCCCCCCCC(=O)O (8-bromo-octanoic acid), C24H39BrN5O2. The product is BrCCCCCCCC(=O)NCC=1C(=C2C(=NC1CC)N(N=C2)CC)NC2CCOCC2 (8-Bromo-N-[[1,6-diethyl-4-[(tetrahydro-2H-pyran-4-yl)amino]-1H-pyrazolo[3,4-b]pyridin-5-yl]methyl]octanamide). Reaction SMILES: [CH2:1]([N:3]1[C:7]2=[N:8][C:9]([CH2:33][CH3:34])=[C:10]([CH2:19][NH:20][C:21](=[O:32])[C:22]3[CH:27]=[CH:26][CH:25]=[C:24]([CH2:28][C:29](=O)C)C=3)[C:11]([NH:12][CH:13]3[CH2:18][CH2:17][O:16][CH2:15][CH2:14]3)=[C:6]2[CH:5]=[N:4]1)[CH3:2].[Br:35]CCCCCCCC(O)=O>>[Br:35][CH2:29][CH2:28][CH2:24][CH2:25][CH2:26][CH2:27][CH2:22][C:21]([NH:20][CH2:19][C:10]1[C:11]([NH:12][CH:13]2[CH2:18][CH2:17][O:16][CH2:15][CH2:14]2)=[C:6]2[CH:5]=[N:4][N:3]([CH2:1][CH3:2])[C:7]2=[N:8][C:9]=1[CH2:33][CH3:34])=[O:32]. Procedure details: The title compound was synthesized in a manner analogous to that described for Intermediate 29, using 8-bromo-octanoic acid in place of 3-(2-oxopropyl)benzoic acid. ES/MS calcd. for C24H39BrN5O2+ 508.2. found m/z=508.2 (M+H)+. The reactants are Cl.C(C)OC(CCN)=O (β-alanine ethyl ester HCl), C(=O)([O-])[O-].[K+].[K+] (K2CO3), C(C)(C)(C)OC(=O)N[C@@H](CCSC)C(=O)O (N-(tert-butoxycarbonyl)-L-methionine). The reagents and catalysts are CN(C)C=1C=CN=CC1 (DMAP). Run in C(=O)(O)[O-].[Na+] (NaHCO3), CN(C)C=O (DMF), N1=CC=CC=C1 (pyridine). Run at time 4 hour. Yields the product CC(C)(OC(=O)NC(C(=O)NCCC(=O)OCC)CCSC)C (N-[2-[[(1,1-dimethylethoxy)carbonyl]-amino]-4-(methylthio)-1-oxobutyl]-β-alanine, ethyl ester). Isolated yield 81.2%. As a reaction SMILES: [C:1]([O:5][C:6]([NH:8][C@H:9]([C:14]([OH:16])=O)[CH2:10][CH2:11][S:12][CH3:13])=[O:7])([CH3:4])([CH3:3])[CH3:2].Cl.[CH2:18]([O:20][C:21](=[O:25])[CH2:22][CH2:23][NH2:24])[CH3:19].C([O-])([O-])=O.[K+].[K+]>CN(C=O)C.N1C=CC=CC=1.CN(C1C=CN=CC=1)C.C([O-])(O)=O.[Na+]>[CH3:4][C:1]([CH3:2])([O:5][C:6]([NH:8][CH:9]([CH2:10][CH2:11][S:12][CH3:13])[C:14]([NH:24][CH2:23][CH2:22][C:21]([O:20][CH2:18][CH3:19])=[O:25])=[O:16])=[O:7])[CH3:3] |f:1.2,3.4.5,9.10|. Procedure: A solution of N-(tert-butoxycarbonyl)-L-methionine (6.2 g) in DMF (25 ml) and pyridine (25 ml) was treated with DSC (9.6 g) and a catalytic amount of DMAP. After 4 hours, a solution of β-alanine ethyl ester HCl (3.8 g) and K2CO3 (3.5 g) in saturated aqueous NaHCO3 (25 ml) was added. The reaction mixture was stirred overnight at room temperature. The excess solvent was removed under reduced pressure and purified by HPLC (RP--CH3CN/H2O). N-[2-[[(1,1-dimethylethoxy)carbonyl]-amino]-4-(methylthio)-1... The reactants are C[O-], CO, O=C(OC1Oc2ccccc2-n2cnc(-c3noc(C4CC4)n3)c21)c1ccccc1, [Na+]. Product: OC1Oc2ccccc2-n2cnc(-c3noc(C4CC4)n3)c21. Reaction SMILES: [CH3:31][O-:32].[CH3:34][OH:35].[CH:1]1([c:4]2[n:5][c:6](-[c:9]3[n:10][cH:11][n:12]4[c:13]3[CH:14]([O:22][C:23](=[O:24])[c:25]3[cH:26][cH:27][cH:28][cH:29][cH:30]3)[O:15][c:16]3[c:17]-4[cH:18][cH:19][cH:20][cH:21]3)[n:7][o:8]2)[CH2:2][CH2:3]1.[Na+:33]>>[CH:1]1([c:4]2[n:5][c:6](-[c:9]3[n:10][cH:11][n:12]4[c:13]3[CH:14]([OH:22])[O:15][c:16]3[c:17]-4[cH:18][cH:19][cH:20][cH:21]3)[n:7][o:8]2)[CH2:2][CH2:3]1. Starting materials: CN1CCN(c2ccc(C(=O)Nc3ccccc3NC(=O)OC(C)(C)C)cc2)CC1, CCOCC, Cl. Yields the product CN1CCN(c2ccc(C(=O)Nc3ccccc3N)cc2)CC1. Reaction SMILES: [C:1]([O:2][C:3](=[O:4])[NH:8][c:9]1[c:10]([NH:15][C:16]([c:17]2[cH:18][cH:19][c:20]([N:23]3[CH2:24][CH2:25][N:26]([CH3:29])[CH2:27][CH2:28]3)[cH:21][cH:22]2)=[O:30])[cH:11][cH:12][cH:13][cH:14]1)([CH3:5])([CH3:6])[CH3:7].[CH3:31][CH2:32][O:33][CH2:34][CH3:35].[ClH:36]>>[NH2:8][c:9]1[c:10]([NH:15][C:16]([c:17]2[cH:18][cH:19][c:20]([N:23]3[CH2:24][CH2:25][N:26]([CH3:29])[CH2:27][CH2:28]3)[cH:21][cH:22]2)=[O:30])[cH:11][cH:12][cH:13][cH:14]1. RXN SMILES: [BH4-:16].[Br:1][CH2:2][C:3]([CH2:4][C:5](=[O:6])[O:7][CH2:8][c:9]1[cH:10][cH:11][cH:12][cH:13][cH:14]1)=[O:15].[CH3:18][CH2:19][O:20][C:21](=[O:22])[CH3:23].[CH3:30][OH:31].[ClH:24].[Na+:17].[O:25]1[CH2:26][CH2:27][CH2:28][CH2:29]1>>[Br:1][CH2:2][CH:3]([CH2:4][C:5](=[O:6])[O:7][CH2:8][c:9]1[cH:10][cH:11][cH:12][cH:13][cH:14]1)[OH:15]. Reactants: [BH4-], O=C(CBr)CC(=O)OCc1ccccc1, CCOC(C)=O, CO, Cl, [Na+], C1CCOC1. Yields the product O=C(CC(O)CBr)OCc1ccccc1. Reactants: C(=O)([O-])[O-].[Na+].[Na+] (Na2CO3), C(C(C)C)P(O)=O (monoisobutylphosphinic acid). The product is C(C(C)C)P(O)(=O)CC(C)C (Diisobutyl Phosphinic Acid). RXN SMILES: C([O-])([O-])=O.[Na+].[Na+].[CH2:7]([PH:11](=[O:13])[OH:12])[CH:8]([CH3:10])[CH3:9]>>[CH2:7]([P:11]([CH2:7][CH:8]([CH3:10])[CH3:9])(=[O:12])[OH:13])[CH:8]([CH3:10])[CH3:9] |f:0.1.2|. Procedure details: The concentration of acid was determined by 31P NMR. 10% Na2CO3 solution was prepared in an amount sufficient to neutralize monoisobutylphosphinic acid. The oily fraction in the wash tank was washed with Na2CO3 solution in several portions each time separating the bottom aqueous layer from the wash tank. When removal of sodium monoisobutylphosphinate was completed, as monitored by 13P NMR, the additional water wash was performed on the remaining diisobutylphosphinic acid. The remaining water and... The reactants are SC1=NC=C(C(=O)O)C=C1 (6-mercapto-nicotinic acid), O (water), C(C1=CC=CC=C1)N (benzylamine), CCOC1C=CC2=CC=CC=C2N1C(=O)OCC (EEDQ). The solvent is CN(C)C=O (DMF). Reaction conditions: time 12 hour. The product is C(C1=CC=CC=C1)NC(C1=CN=C(C=C1)S)=O (N-Benzyl-6-mercapto-nicotinamide). The yield is 43.9%. RXN SMILES: [SH:1][C:2]1[CH:10]=[CH:9][C:5]([C:6]([OH:8])=O)=[CH:4][N:3]=1.[CH2:11]([NH2:18])[C:12]1[CH:17]=[CH:16][CH:15]=[CH:14][CH:13]=1.CCOC1N(C(OCC)=O)C2C(=CC=CC=2)C=C1.O>CN(C=O)C>[CH2:11]([NH:18][C:6](=[O:8])[C:5]1[CH:9]=[CH:10][C:2]([SH:1])=[N:3][CH:4]=1)[C:12]1[CH:17]=[CH:16][CH:15]=[CH:14][CH:13]=1. Procedure details: Combine 6-mercapto-nicotinic acid (0.64 g, 4.1 mmol), benzylamine (0.45 mL, 4.1 mmol) and EEDQ (1 g, 4 mmol) in anhydrous DMF (3 mL). Stir at room temperature for 12 h. Dilute the reaction with water and extract with DCM. Dry over MgSO4, filter and concentrate in vacuo to give a yellow solid. Purify by chromatography on silica gel eluting with 2M ammonia in methanol/DCM (2:98 and 10:90) to give the title compound as a yellow solid (440 mg, 44%). MS (ES+) m/z: 245 (M+H)+.